This data is from the Open Reaction Database (ORD), a public repository of structured organic reaction records. The task is: describe an organic reaction: reactants, conditions, products, and yield Starting materials: ClC1=CC=C(C=N1)C(=O)N1CC=2N(CC3=C1C=CC=C3)C=CC2 ((6-Chloro-pyridin-3-yl)-[10,11-dihydro-5H-pyrrolo[2,1-c][1,4]benzodiazepin-10-yl]methanone), C1(=CC=CC2=CC=CC=C12)B(O)O (naphthalene boronic acid), C(C)O (ethanol), C([O-])([O-])=O.[Na+].[Na+] (sodium carbonate). The reagents and catalysts are C(C)(=O)[O-].[Pd+] (palladium(I) acetate). Run in C(C)(=O)OCC (ethyl acetate), O (water), C1(=CC=CC=C1)C (toluene). Product: C1(=CC=CC2=CC=CC=C12)C1=CC=C(C=N1)C(=O)N1CC=2N(CC3=C1C=CC=C3)C=CC2 ([6-(Naphthalen-1-yl)-pyridin-3-y]-[10,11-dihydro-5H-pyrrolo[2,1-c][1,4]benzodiazepin-10-yl]methanone). The yield is 22.8%. Reaction SMILES: Cl[C:2]1[N:7]=[CH:6][C:5]([C:8]([N:10]2[C:16]3[CH:17]=[CH:18][CH:19]=[CH:20][C:15]=3[CH2:14][N:13]3[CH:21]=[CH:22][CH:23]=[C:12]3[CH2:11]2)=[O:9])=[CH:4][CH:3]=1.[C:24]1(B(O)O)[C:33]2[C:28](=[CH:29][CH:30]=[CH:31][CH:32]=2)[CH:27]=[CH:26][CH:25]=1.C(O)C.C(=O)([O-])[O-].[Na+].[Na+]>C1(C)C=CC=CC=1.C(OCC)(=O)C.O.C([O-])(=O)C.[Pd+]>[C:32]1([C:2]2[N:7]=[CH:6][C:5]([C:8]([N:10]3[C:16]4[CH:17]=[CH:18][CH:19]=[CH:20][C:15]=4[CH2:14][N:13]4[CH:21]=[CH:22][CH:23]=[C:12]4[CH2:11]3)=[O:9])=[CH:4][CH:3]=2)[C:33]2[C:28](=[CH:27][CH:26]=[CH:25][CH:24]=2)[CH:29]=[CH:30][CH:31]=1 |f:3.4.5,9.10|. Procedure: A suspension of (6-chloro-pyridin-3-yl)-[10,11-dihydro-5H-pyrrolo{2,1-c][1,4]benzodiazepin-10-yl]methanone of Step A (0.645 g, 1.9 mmol) and naphthalene boronic acid (0.372 g, 2.1 mmol) in a mixture of toluene (1.2 mL), ethanol (2 mL) and 1M aqueous sodium carbonate (0.4 mL) was sparged with nitrogen for 10 minutes. To this was added palladium(I) acetate (0.026 g, 0.1 mmol). The mixture was heated at reflux under a static pressure of nitrogen for 48 hrs. The reaction was diluted with ethyl aceta...